This data is from the Open Reaction Database (ORD), a public repository of structured organic reaction records. The task is: describe an organic reaction: reactants, conditions, products, and yield Starting materials: BrC=1C(=NC=C(C(=O)NC2=CC=C(C=C2)OC(F)(F)Cl)C1)N1C[C@@H](CC1)O ((R)-5-Bromo-N-(4-(chlorodifluoromethoxy)phenyl)-6-(3-hydroxypyrrolidin-1-yl)nicotinamide), COC1=NC=C(C(=N1)OC)B(O)O (2,4-dimethoxypyrimidin-5-ylboronic acid), PdCl2(dppf)-(CH2Cl2), [O-]P(=O)([O-])[O-].[K+].[K+].[K+] (K3PO4). Conditions: temperature 120 celsius, time 8 hour. The product is ClC(OC1=CC=C(C=C1)NC(C1=CN=C(C(=C1)C=1C(=NC(=NC1)OC)OC)N1C[C@@H](CC1)O)=O)(F)F ((R)—N-(4-(Chlorodifluoromethoxy)phenyl)-5-(2,4-dimethoxypyrimidin-5-yl)-6-(3-hydroxypyrrolidin-1-yl)nicotinamide). RXN SMILES: Br[C:2]1[C:3]([N:22]2[CH2:26][CH2:25][C@@H:24]([OH:27])[CH2:23]2)=[N:4][CH:5]=[C:6]([CH:21]=1)[C:7]([NH:9][C:10]1[CH:15]=[CH:14][C:13]([O:16][C:17]([Cl:20])([F:19])[F:18])=[CH:12][CH:11]=1)=[O:8].[CH3:28][O:29][C:30]1[N:35]=[C:34]([O:36][CH3:37])[C:33](B(O)O)=[CH:32][N:31]=1.[O-]P([O-])([O-])=O.[K+].[K+].[K+]>>[Cl:20][C:17]([F:19])([F:18])[O:16][C:13]1[CH:14]=[CH:15][C:10]([NH:9][C:7](=[O:8])[C:6]2[CH:21]=[C:2]([C:33]3[C:34]([O:36][CH3:37])=[N:35][C:30]([O:29][CH3:28])=[N:31][CH:32]=3)[C:3]([N:22]3[CH2:26][CH2:25][C@@H:24]([OH:27])[CH2:23]3)=[N:4][CH:5]=2)=[CH:11][CH:12]=1 |f:2.3.4.5|. Procedure details: (R)-5-Bromo-N-(4-(chlorodifluoromethoxy)phenyl)-6-(3-hydroxypyrrolidin-1-yl)nicotinamide (Stage 171.1, 150 mg, 0.324 mmol), 2,4-dimethoxypyrimidin-5-ylboronic acid (71.6 mg, 0.389 mmol), PdCl2(dppf)-(CH2Cl2) (39.7 mg, 0.049 mmol) and K3PO4 (206 mg, 0.973 mmol) were added to a vial and flushed with argon. Dioxane (1.5 mL) was added and the mixture was stirred at 120° C. overnight. The solvent was evaporated off under reduced pressure, the residue was treated with Si-Thiol (Biotage, load: 1.3 mmol... The yield is 66.5%. The solvent is ClC1=CC=CC=C1 (chlorobenzene), ClCCl (dichloromethane). Reactants: ClC1=C(C=C(C=C1)[N+](=O)[O-])N (2-chloro-5-nitrobenzenamine), Cl.ClCCN(C)CCCl (2-chloro-N-(2-chloroethyl)-N-methylethanamine hydrochloride). Reaction SMILES: [Cl:1][C:2]1[CH:7]=[CH:6][C:5]([N+:8]([O-:10])=[O:9])=[CH:4][C:3]=1[NH2:11].Cl.Cl[CH2:14][CH2:15][N:16]([CH2:18][CH2:19]Cl)[CH3:17]>ClC1C=CC=CC=1.ClCCl>[Cl:1][C:2]1[CH:7]=[CH:6][C:5]([N+:8]([O-:10])=[O:9])=[CH:4][C:3]=1[N:11]1[CH2:19][CH2:18][N:16]([CH3:17])[CH2:15][CH2:14]1 |f:1.2|. The product is ClC1=C(C=C(C=C1)[N+](=O)[O-])N1CCN(CC1)C (1-(2-Chloro-5-nitrophenyl)-4-methylpiperazine). Reported procedure: A mixture of 2-chloro-5-nitrobenzenamine (7.95 g) and 2-chloro-N-(2-chloroethyl)-N-methylethanamine hydrochloride (8.86 g) in chlorobenzene (40 ml) under nitrogen was heated to reflux for 3 days before cooling and diluting with dichloromethane (60 ml). The reaction mixture was then extracted with water (2×500 ml), the aqueous layers combined and basified with 2N sodium hydroxide, then extracted with dichloromethane (4×400 ml). The combined, dried extracts were concentrated in vacuo to give a dar... The reactants are II (iodine), ice, [N+](=O)([O-])C=CC1=C(C(=C(C=C1)OC)OC)OC (1-nitro-2-(2,3,4-trimethoxyphenyl)ethene), [Mg] (magnesium), [Br-] (bromide), BrCCC1OCCO1 (2-(2-bromoethyl)-1,3-dioxolane). The solvent is C1CCOC1 (THF), C1CCOC1 (THF), C1CCOC1 (THF). Conditions: time 3 hour. Product: C1OC(CCC(C[N+](=O)[O-])C2=C(C(=C(C=C2)OC)OC)OC)OC1 (1,1-ethylenedioxy-5-nitro-4-(2,3,4-trimethoxyphenyl)pentane). RXN SMILES: [Mg].II.Br[CH2:5][CH2:6][CH:7]1[O:11][CH2:10][CH2:9][O:8]1.[Br-].[N+:13]([CH:16]=[CH:17][C:18]1[CH:23]=[CH:22][C:21]([O:24][CH3:25])=[C:20]([O:26][CH3:27])[C:19]=1[O:28][CH3:29])([O-:15])=[O:14]>C1COCC1>[CH2:9]1[CH2:10][O:11][CH:7]([CH2:6][CH2:5][CH:17]([C:18]2[CH:23]=[CH:22][C:21]([O:24][CH3:25])=[C:20]([O:26][CH3:27])[C:19]=2[O:28][CH3:29])[CH2:16][N+:13]([O-:15])=[O:14])[O:8]1. Procedure details: A 2.16 g (90 mmol) portion of magnesium turnings was stirred vigorously under nitrogen with a Teflon coated magnetic stir bar for 16 h. A crystal of iodine and 10 mL of dry THF were added. About 10% of 10 mL of 2-(2-bromoethyl)-1,3-dioxolane was added. An exothermic reaction occurred. The mixture was diluted with an additional 90 mL of THF and the remaining 90% of the bromide was added dropwise over 45 min, The mixture was stirred for a further 3 h at room temperature and added dropwise over 20 ... Reactants: CC1(CC(C=2CCCNC2C1)=O)C (7,7-Dimethyl-1,2,3,4,7,8-hexahydro-quinoline -5(6H)-one), C(CCC)C1=CC=C(C(=O)Cl)C=C1 (4-butylbenzoyl chloride), CC(C)N1C=C(CCC1)C(=O)C (Methyl 1-(1-methylethyl)-1,4,5,6-tetrahydro-3-pyridyl ketone). Yields the product CC1(CC(C=2CCCN(C2C1)C(C1=CC=C(C=C1)CCCC)=O)=O)C (7,7-Dimethyl-1,2,3,4,7,8-hexahydro-1-(4-butyl-benzoyl)-quinoline-5(6H)-one). As a reaction SMILES: [CH3:1][C:2]1([CH3:13])[CH2:11][C:10]2[NH:9][CH2:8][CH2:7][CH2:6][C:5]=2[C:4](=[O:12])[CH2:3]1.[CH2:14]([C:18]1[CH:26]=[CH:25][C:21]([C:22](Cl)=[O:23])=[CH:20][CH:19]=1)[CH2:15][CH2:16][CH3:17].CC(N1CCCC(C(C)=O)=C1)C>>[CH3:1][C:2]1([CH3:13])[CH2:11][C:10]2[N:9]([C:22](=[O:23])[C:21]3[CH:25]=[CH:26][C:18]([CH2:14][CH2:15][CH2:16][CH3:17])=[CH:19][CH:20]=3)[CH2:8][CH2:7][CH2:6][C:5]=2[C:4](=[O:12])[CH2:3]1. Reported procedure: 7,7-Dimethyl-1,2,3,4,7,8-hexahydro-quinoline -5(6H)-one was reacted with 4-butylbenzoyl chloride according to the procedure of Part (b) of Example 1 to give 7,7-dimethyl-1,2,3,4, 7,8-hexahydro-1-(4-butylbenzoyl)-quinoline5(6H)-one (22) as a yellow solid. Reactants: C(C)(C)(C)OC(=O)N1CCN(CC1)C1=NC=2NC(NC(C2N1CC#CC)=O)=O (4-[7-(2-Butynyl)-2,6-dioxo-2,3,6,7-tetrahydro-1H-purin-8-yl]piperazine-1-carboxylic acid tert-butyl ester), C([O-])([O-])=O.[K+].[K+] (potassium carbonate), C(C(C)(C)C)(=O)OCCl (chloromethyl pivalate). The solvent is C(C)(=O)OCC (ethyl acetate), CN(C=O)C (N,N-dimethylformamide). Conditions: time 8 hour. Yields the product C(C)(C)(C)OC(=O)N1CCN(CC1)C1=NC=2N(C(NC(C2N1CC#CC)=O)=O)COC(C(C)(C)C)=O (4-[7-(2-Butynyl)-3-(2,2-dimethylpropionyloxymethyl)-2,6-dioxo-2,3,6,7-tetrahydro-1H-purin-8-yl]piperazine-1-carboxylic acid tert-butyl ester). Reaction SMILES: [C:1]([O:5][C:6]([N:8]1[CH2:13][CH2:12][N:11]([C:14]2[N:22]([CH2:23][C:24]#[C:25][CH3:26])[C:21]3[C:20](=[O:27])[NH:19][C:18](=[O:28])[NH:17][C:16]=3[N:15]=2)[CH2:10][CH2:9]1)=[O:7])([CH3:4])([CH3:3])[CH3:2].C(=O)([O-])[O-].[K+].[K+].[C:35]([O:41][CH2:42]Cl)(=[O:40])[C:36]([CH3:39])([CH3:38])[CH3:37]>CN(C)C=O.C(OCC)(=O)C>[C:1]([O:5][C:6]([N:8]1[CH2:9][CH2:10][N:11]([C:14]2[N:22]([CH2:23][C:24]#[C:25][CH3:26])[C:21]3[C:20](=[O:27])[NH:19][C:18](=[O:28])[N:17]([CH2:42][O:41][C:35](=[O:40])[C:36]([CH3:39])([CH3:38])[CH3:37])[C:16]=3[N:15]=2)[CH2:12][CH2:13]1)=[O:7])([CH3:4])([CH3:2])[CH3:3] |f:1.2.3|. Procedure: 4-[7-(2-Butynyl)-2,6-dioxo-2,3,6,7-tetrahydro-1H-purin-8-yl]piperazine-1-carboxylic acid tert-butyl ester (1.1 g) and potassium carbonate (0.43 g) were dissolved in N,N-dimethylformamide (15 ml), and chloromethyl pivalate (0.60 ml) was added to the solution while cooling on ice. After the mixture was stirred at room temperature overnight, the reaction mixture was diluted with ethyl acetate and washed with water. Insoluble white solid was collected by filtration, and washed with a mixture of hexa... Reactants: SC1=CC=NC=C1 (4-mercaptopyridine), FC1=C(C=CC=C1)[N+](=O)[O-] (1-fluoro-2-nitrobenzene), C([O-])([O-])=O.[K+].[K+] (potassium carbonate). The solvent is CN(C)C=O (DMF). Product: [N+](=O)([O-])C1=C(C=CC=C1)SC1=CC=NC=C1 (4-(2-nitrophenylsulfanyl)-pyridine). The yield is 57.4%. Reaction SMILES: [SH:1][C:2]1[CH:7]=[CH:6][N:5]=[CH:4][CH:3]=1.F[C:9]1[CH:14]=[CH:13][CH:12]=[CH:11][C:10]=1[N+:15]([O-:17])=[O:16].C(=O)([O-])[O-].[K+].[K+]>CN(C=O)C>[N+:15]([C:10]1[CH:11]=[CH:12][CH:13]=[CH:14][C:9]=1[S:1][C:2]1[CH:7]=[CH:6][N:5]=[CH:4][CH:3]=1)([O-:17])=[O:16] |f:2.3.4|. Reported procedure: A mixture of 4-mercaptopyridine (2.00 g, 18.0 mmol), 1-fluoro-2-nitrobenzene (2.54 g, 18.0 mmol) and potassium carbonate (2.49 g, 18.0 mmol) in DMF (15 mL) was stirred under reflux for 2 h. After removal of DMF, the residue was dissolved in DCM and washed with NaOH (5%, 3×20 mL) and brine. The organic layer was dried (MgSO4), filtered and evaporated. Flash Master chromatography of the crude product using DCM to DCM/MeOH 98:2 gradient as eluent gave 4-(2-nitrophenylsulfanyl)-pyridine (2.4 g, 57%)...